This data is from the Open Reaction Database (ORD), a public repository of structured organic reaction records. The task is: describe an organic reaction: reactants, conditions, products, and yield Starting materials: C1COCCN1, O=Cc1c(-c2ccccc2)[nH]c2c([N+](=O)[O-])cc(Cl)cc12. Yields the product O=[N+]([O-])c1cc(Cl)cc2c(CN3CCOCC3)c(-c3ccccc3)[nH]c12. Reaction SMILES: [CH2:22]1[CH2:23][O:24][CH2:25][CH2:26][NH:27]1.[Cl:1][c:2]1[cH:3][c:4]2[c:5]([CH:20]=[O:21])[c:6](-[c:14]3[cH:15][cH:16][cH:17][cH:18][cH:19]3)[nH:7][c:8]2[c:9]([N+:11](=[O:12])[O-:13])[cH:10]1>>[Cl:1][c:2]1[cH:3][c:4]2[c:5]([CH2:20][N:27]3[CH2:22][CH2:23][O:24][CH2:25][CH2:26]3)[c:6](-[c:14]3[cH:15][cH:16][cH:17][cH:18][cH:19]3)[nH:7][c:8]2[c:9]([N+:11](=[O:12])[O-:13])[cH:10]1. The reactants are OC1=CC=C(C=C1)C(N1N=CN=C1)C1=CC=C(C=C1)O (1-[Bis-(4-hydroxyphenyl)methyl]-1H-[1,2,4]triazole), [Br-].[Br-].[Br-].C(C1=CC=CC=C1)[N+](C)(C)C.C(C1=CC=CC=C1)[N+](C)(C)C.C(C1=CC=CC=C1)[N+](C)(C)C (benzyltrimethylammonium tribromide). Run in O (water), CCOC(=O)C (EtOAc), C(Cl)Cl.CO (CH2Cl2 MeOH), C(Cl)Cl.CO (CH2Cl2 MeOH). Conditions: time 7 hour. The product is BrC=1C=C(C=CC1O)C(N1N=CN=C1)C1=CC(=C(C=C1)O)Br (1-[Bis-(3-bromo-4-hydroxyphenyl)methyl]-1H-[1,2,4]triazole). RXN SMILES: [OH:1][C:2]1[CH:7]=[CH:6][C:5]([CH:8]([C:14]2[CH:19]=[CH:18][C:17]([OH:20])=[CH:16][CH:15]=2)[N:9]2[CH:13]=[N:12][CH:11]=[N:10]2)=[CH:4][CH:3]=1.[Br-:21].[Br-:22].[Br-].C([N+](C)(C)C)C1C=CC=CC=1.C([N+](C)(C)C)C1C=CC=CC=1.C([N+](C)(C)C)C1C=CC=CC=1>C(Cl)Cl.CO.O.CCOC(C)=O>[Br:21][C:16]1[CH:15]=[C:14]([CH:8]([C:5]2[CH:6]=[CH:7][C:2]([OH:1])=[C:3]([Br:22])[CH:4]=2)[N:9]2[CH:13]=[N:12][CH:11]=[N:10]2)[CH:19]=[CH:18][C:17]=1[OH:20] |f:1.2.3.4.5.6,7.8|. Procedure details: To a stirred solution of 1-[Bis-(4-hydroxyphenyl)methyl]-1H-[1,2,4]triazole (STX267, 500 mg, 1.87 mmol) in CH2Cl2/MeOH 1:1 (40 ml) at −78° C. under nitrogen, a solution of benzyltrimethylammonium tribromide (1.49 g, 3.74 mmol) in CH2Cl2/MeOH 1:1 (10 ml) was added dropwise over 45 min. The orange mixture was kept at 0° C. for 7 h and then at room temperature overnight, at which time the solution had become colorless. The reaction mixture was evaporated and the residue that obtained was dissolved ... The reactants are NC1=CC=CC=2C(=C(OC21)[N+](=O)[O-])C2=CC=CC=C2 (7-amino-2-nitro-3-phenylbenzofuran), Cl (hydrochloric acid), CS(=O)(=O)Cl (methanesulfonyl chloride), ice water. Run in N1=CC=CC=C1 (pyridine). The product is CS(=O)(=O)NC1=CC=CC=2C(=C(OC21)[N+](=O)[O-])C2=CC=CC=C2 (7-methanesulfonamido-2-nitro-3-phenylbenzofuran). As a reaction SMILES: [NH2:1][C:2]1[C:10]2[O:9][C:8]([N+:11]([O-:13])=[O:12])=[C:7]([C:14]3[CH:19]=[CH:18][CH:17]=[CH:16][CH:15]=3)[C:6]=2[CH:5]=[CH:4][CH:3]=1.[CH3:20][S:21](Cl)(=[O:23])=[O:22].Cl>N1C=CC=CC=1>[CH3:20][S:21]([NH:1][C:2]1[C:10]2[O:9][C:8]([N+:11]([O-:13])=[O:12])=[C:7]([C:14]3[CH:15]=[CH:16][CH:17]=[CH:18][CH:19]=3)[C:6]=2[CH:5]=[CH:4][CH:3]=1)(=[O:23])=[O:22]. Reported procedure: To a solution of 0.62 g. (0.00244mole) of 7-amino-2-nitro-3-phenylbenzofuran in 10 ml. of pyridine is added with stirring 0.3 g. of methanesulfonyl chloride. The reaction is stirred at about 20° C. for about 16 hours, then poured into ice water acidified with hydrochloric acid. This solution is extracted with a mixture of diethyl ether and dichloromethane and the extracts are washed twice with water and then dried. The dried extracts are evaporated to provide a residue which is recrystallized tw... The reactants are C1(=CC=C(C=C1)S(=O)(=O)O)C (para-toluenesulphonic acid), S1C(=NC=C1)C=O (2-thiazole carboxaldehyde), C(C)OC(OCC)OCC (triethylorthoformate), C1(=CC=C(C=C1)S(=O)(=O)O)C (para-toluenesulphonic acid), C([O-])(O)=O.[Na+] (sodium bicarbonate). Run in C(C)O (ethanol). Conditions: time 16 hour. The product is C(C)OC(OCC)C=1SC=CN1 (2-(1,1-diethoxymethyl)thiazole). As a reaction SMILES: [S:1]1[CH:5]=[CH:4][N:3]=[C:2]1C=O.C(O[CH:11]([O:15][CH2:16][CH3:17])[O:12][CH2:13][CH3:14])C.C1(C)C=CC(S(O)(=O)=O)=CC=1.C(=O)(O)[O-].[Na+]>C(O)C>[CH2:16]([O:15][CH:11]([C:2]1[S:1][CH:5]=[CH:4][N:3]=1)[O:12][CH2:13][CH3:14])[CH3:17] |f:3.4|. Procedure: A mixture of 2-thiazole carboxaldehyde (25 g, 221 mmol), triethylorthoformate (46 mls, 41 g, 276 mmol) and para-toluenesulphonic acid (1.52 g, 9 mmol) in ethanol (200 ml) was sured for 16 hours under a nitrogen atmosphere at ambient temperature. A further amount of para-toluenesulphonic acid (2 g, 11 mmol) was added and the reaction stirred for another 16 hours. The mixture was treated with sodium bicarbonate to pH 9, stirred for a further 5 minutes and then filtered and the filtrate evaporated ...